Task: describe an organic reaction: reactants, conditions, products, and yield. Dataset: the Open Reaction Database (ORD), a public repository of structured organic reaction records Starting materials: CNCCC1=CC=C(C=C1)[N+](=O)[O-] (N-methyl-4-nitrophenethylamine), [N+](=O)([O-])C1=CC=C(OCCCl)C=C1 (2-[4-nitrophenoxy]ethyl chloride), C([O-])([O-])=O.[K+].[K+] (potassium carbonate), [I-].[Na+] (sodium iodide). Solvent: C(C)#N (acetonitrile). The product is [N+](=O)([O-])C1=CC=C(OCCN(CCC2=CC=C(C=C2)[N+](=O)[O-])C)C=C1 (1-(4-Nitrophenoxy)-2-[N-methyl-N-(4-nitrophenethyl)amino]ethane). Isolated yield 71.6%. Reaction SMILES: [CH3:1][NH:2][CH2:3][CH2:4][C:5]1[CH:10]=[CH:9][C:8]([N+:11]([O-:13])=[O:12])=[CH:7][CH:6]=1.[N+:14]([C:17]1[CH:26]=[CH:25][C:20]([O:21][CH2:22][CH2:23]Cl)=[CH:19][CH:18]=1)([O-:16])=[O:15].C(=O)([O-])[O-].[K+].[K+].[I-].[Na+]>C(#N)C>[N+:14]([C:17]1[CH:26]=[CH:25][C:20]([O:21][CH2:22][CH2:23][N:2]([CH3:1])[CH2:3][CH2:4][C:5]2[CH:6]=[CH:7][C:8]([N+:11]([O-:13])=[O:12])=[CH:9][CH:10]=2)=[CH:19][CH:18]=1)([O-:16])=[O:15] |f:2.3.4,5.6|. Procedure details: To a solution of N-methyl-4-nitrophenethylamine (1.5 g) (J.O.C., [1956], 21, 45) and 2-[4-nitrophenoxy]ethyl chloride (1.55 g) (C.A., [1955], 49, 3163e) in acetonitrile (50 ml) was added potassium carbonate (1.25 g) and sodium iodide (1.2 g) and the suspension was stirred at reflux for 72 hours. After evaporation to dryness, the residual oily solid was partitioned between a 2N aqueous sodium bicarbonate solution and ethyl acetate. After two further extractions with ethyl acetate, the organic por...